Dataset: the Open Reaction Database (ORD), a public repository of structured organic reaction records. Task: describe an organic reaction: reactants, conditions, products, and yield Starting materials: CCCP(=O)(O)O, Cn1ncc(C(=O)O)c1C(=O)Nc1ccn2nc(-c3ccccc3)nc2c1, CC(C)N, C1CCOC1. Product: CC(C)NC(=O)c1cnn(C)c1C(=O)Nc1ccn2nc(-c3ccccc3)nc2c1. Reaction SMILES: [CH2:32]([P:33]([OH:34])([OH:35])=[O:36])[CH2:37][CH3:38].[CH3:1][n:2]1[n:3][cH:4][c:5]([C:25](=[O:26])[OH:27])[c:6]1[C:7]([NH:8][c:9]1[cH:10][c:11]2[n:12]([cH:13][cH:14]1)[n:15][c:16](-[c:18]1[cH:19][cH:20][cH:21][cH:22][cH:23]1)[n:17]2)=[O:24].[CH3:28][CH:29]([CH3:30])[NH2:31].[O:39]1[CH2:40][CH2:41][CH2:42][CH2:43]1>>[CH3:1][n:2]1[n:3][cH:4][c:5]([C:25](=[O:26])[NH:31][CH:29]([CH3:28])[CH3:30])[c:6]1[C:7]([NH:8][c:9]1[cH:10][c:11]2[n:12]([cH:13][cH:14]1)[n:15][c:16](-[c:18]1[cH:19][cH:20][cH:21][cH:22][cH:23]1)[n:17]2)=[O:24].